Dataset: the Open Reaction Database (ORD), a public repository of structured organic reaction records. Task: describe an organic reaction: reactants, conditions, products, and yield Reactants: Cl (hydrochloric acid), COC(C)(C)C (TBME), COC=1C=C2C(=CC1OC)C(=O)C(C2)CC3CCN(CC3)CC=4C=CC=CC4 (Donepezil), COC(C)(C)C (tert-butyl methyl ether). Solvent: CO (methanol), CO (methanol). Conditions: temperature 40 celsius, time 5 minute. Product: COC=1C=C2C(=CC1OC)C(=O)C(C2)CC3CCN(CC3)CC=4C=CC=CC4.Cl (Donepezil Hydrochloride). Yield: 100.4%. As a reaction SMILES: [CH3:1][O:2][C:3]1[CH:4]=[C:5]2[CH2:14][CH:13]([CH2:15][CH:16]3[CH2:21][CH2:20][N:19]([CH2:22][C:23]4[CH:24]=[CH:25][CH:26]=[CH:27][CH:28]=4)[CH2:18][CH2:17]3)[C:11](=[O:12])[C:6]2=[CH:7][C:8]=1[O:9][CH3:10].[ClH:29].COC(C)(C)C>CO>[CH3:1][O:2][C:3]1[CH:4]=[C:5]2[CH2:14][CH:13]([CH2:15][CH:16]3[CH2:17][CH2:18][N:19]([CH2:22][C:23]4[CH:28]=[CH:27][CH:26]=[CH:25][CH:24]=4)[CH2:20][CH2:21]3)[C:11](=[O:12])[C:6]2=[CH:7][C:8]=1[O:9][CH3:10].[ClH:29] |f:4.5|. Procedure details: 1.0 g of Donepezil was dissolved in 4 ml of methanol under heating at 40° C. The solution was cooled in an iced water bath. 0.31 g of Concentrated hydrochloric acid in 1 ml of methanol was added hereinto. After 5 minutes, 30 ml of tert-butyl methyl ether (hereinafter, abbreviated as TBME) was added at 3° C. inner temperature. It continued stirring for 30 minutes in an iced water bath. Filtration of the separated crystals followed by drying afforded 1.10 g of the title compound. (water content: 5...